This data is from the Open Reaction Database (ORD), a public repository of structured organic reaction records. The task is: describe an organic reaction: reactants, conditions, products, and yield The reactants are FC1=NC=CC(=C1)I (2-fluoro-4-iodopyridine), P(C(C)(C)C)(C(C)(C)C)C(C)(C)C (P(tBu)3), [H+].[B-](F)(F)(F)F (HBF4), ClC1=NC=CC=C1B(O)O (2-chloropyridine-3-boronic acid), C(=O)([O-])[O-].[Na+].[Na+] (Na2CO3). The reagents and catalysts are CC(=O)[O-].CC(=O)[O-].[Pd+2] (Pd(OAc)2). Run in O (water), O1CCOCC1 (dioxane), CCOC(=O)C (EtOAc). Run at temperature 100 celsius. Yields the product ClC1=NC=CC=C1C1=CC(=NC=C1)F (2-chloro-2′-fluoro-[3,4′]bipyridinyl). Reaction SMILES: [F:1][C:2]1[CH:7]=[C:6](I)[CH:5]=[CH:4][N:3]=1.[Cl:9][C:10]1[C:15](B(O)O)=[CH:14][CH:13]=[CH:12][N:11]=1.C([O-])([O-])=O.[Na+].[Na+].P(C(C)(C)C)(C(C)(C)C)C(C)(C)C.[H+].[B-](F)(F)(F)F>CCOC(C)=O.CC([O-])=O.CC([O-])=O.[Pd+2].O.O1CCOCC1>[Cl:9][C:10]1[C:15]([C:6]2[CH:5]=[CH:4][N:3]=[C:2]([F:1])[CH:7]=2)=[CH:14][CH:13]=[CH:12][N:11]=1 |f:2.3.4,6.7,9.10.11|. Procedure: To 2-fluoro-4-iodopyridine (9.45 g, 42.4 mmol), 2-chloropyridine-3-boronic acid (10.0 g, 63.5 mmol), Na2CO3 (13.5 g, 127 mmol), Pd(OAc)2 (480 mg, 2.12 mmol) and P(tBu)3. HBF4 (1.23 g, 4.24 mmol) was added dioxane (125 mL) and water (45 mL). The mixture was heated overnight at 100° C. in a sealed tube. The resulting mixture was diluted with EtOAc and extracted with water and brine. The organic layer was dried over Na2SO4, filtered and concentrated. The resulting solid was triturated with n-Hexane... Starting materials: CCO, CCOC(=O)Cn1cccc(O)c1=O, O=CO, O. Product: O=C(O)Cn1cccc(O)c1=O. As a reaction SMILES: [CH2:19]([OH:20])[CH3:21].[CH2:1]([CH3:2])[O:3][C:4](=[O:5])[CH2:6][n:7]1[c:8](=[O:14])[c:9]([OH:13])[cH:10][cH:11][cH:12]1.[CH:15]([OH:16])=[O:17].[OH2:18]>>[O:3]=[C:4]([OH:5])[CH2:6][n:7]1[c:8](=[O:14])[c:9]([OH:13])[cH:10][cH:11][cH:12]1. The reactants are O=[N+]([O-])[O-].[O-][N+]([O-])=O.[O-][N+]([O-])=O.[O-][N+]([O-])=O.[O-][N+]([O-])=O.[O-][N+]([O-])=O.[Ce+4].[NH4+].[NH4+] (CAN), COC1=C2CC(CC2=C(C(=C1OC)OC)OC)(C1=CC=CC=C1)CCCCCCCC(=O)O (8-(4,5,6,7-tetramethoxy-2-phenylindan-2-yl)octanoic acid), N1=C(C=CC=C1C(=O)O)C(=O)O (2,6-pyridinedicarboxylic acid), C1CCOC1 (THF). Solvent: O (water), O (water), O (water). Conditions: time 15 minute. Yields the product COC=1C(C=2CC(CC2C(C1OC)=O)(C1=CC=CC=C1)CCCCCCCC(=O)O)=O (8-(5,6-Dimethoxy-2-phenyl-4,7-dioxoindan-2-yl)octanoic acid). Yield: 50.6%. As a reaction SMILES: C[O:2][C:3]1[C:11]([O:12][CH3:13])=[C:10]([O:14][CH3:15])[C:9]([O:16]C)=[C:8]2[C:4]=1[CH2:5][C:6]([CH2:24][CH2:25][CH2:26][CH2:27][CH2:28][CH2:29][CH2:30][C:31]([OH:33])=[O:32])([C:18]1[CH:23]=[CH:22][CH:21]=[CH:20][CH:19]=1)[CH2:7]2.N1C(C(O)=O)=CC=CC=1C(O)=O.C1COCC1.O=[N+]([O-])[O-].[O-][N+](=O)[O-].[O-][N+](=O)[O-].[O-][N+](=O)[O-].[O-][N+](=O)[O-].[O-][N+](=O)[O-].[Ce+4].[NH4+].[NH4+]>O>[CH3:15][O:14][C:10]1[C:9](=[O:16])[C:8]2[CH2:7][C:6]([CH2:24][CH2:25][CH2:26][CH2:27][CH2:28][CH2:29][CH2:30][C:31]([OH:33])=[O:32])([C:18]3[CH:19]=[CH:20][CH:21]=[CH:22][CH:23]=3)[CH2:5][C:4]=2[C:3](=[O:2])[C:11]=1[O:12][CH3:13] |f:3.4.5.6.7.8.9.10.11|. Procedure details: To a mixture of 8-(4,5,6,7-tetramethoxy-2-phenylindan-2-yl)octanoic acid (465 mg), 2,6-pyridinedicarboxylic acid (511 mg), THF (10 ml), and water (5 ml) was dropwise added a solution of CAN (2.22 g) in water (5 ml) with cooling with ice. After the reaction mixture was stirred for 15 min, water was added to the reaction mixture, which was extracted with ethyl acetate. The organic layer was washed with water and saturated aqueous sodium chloride and dried. The solvent was removed in vacuo. The res... Reactants: C(=CCCCCCCCCCCCCCCCC)C1C(=O)OC(C1)=O (octadecenyl succinic anhydride), C1CCC(=O)OCC1.C(C(CO)(CO)N)O (E-Caprolactone THAM), ester oxazoline. Reaction conditions: temperature 180 celsius. Product: C(=CCCCCCCCCCCCCCCCC)C1C(=O)OC(C1)=O.C1CCC(=O)OCC1.C(C(CO)(CO)N)O (Octadecenyl Succinic Anhydride E-Caprolactone THAM). As a reaction SMILES: [CH:1]([CH:19]1[CH2:24][C:23](=[O:25])[O:22][C:20]1=[O:21])=[CH:2][CH2:3][CH2:4][CH2:5][CH2:6][CH2:7][CH2:8][CH2:9][CH2:10][CH2:11][CH2:12][CH2:13][CH2:14][CH2:15][CH2:16][CH2:17][CH3:18].[CH2:26]1[CH2:33][CH2:32][O:31][C:29](=[O:30])[CH2:28][CH2:27]1.[CH2:34]([OH:41])[C:35]([NH2:40])([CH2:38][OH:39])[CH2:36][OH:37]>>[CH:1]([CH:19]1[CH2:24][C:23](=[O:25])[O:22][C:20]1=[O:21])=[CH:2][CH2:3][CH2:4][CH2:5][CH2:6][CH2:7][CH2:8][CH2:9][CH2:10][CH2:11][CH2:12][CH2:13][CH2:14][CH2:15][CH2:16][CH2:17][CH3:18].[CH2:26]1[CH2:33][CH2:32][O:31][C:29](=[O:30])[CH2:28][CH2:27]1.[CH2:34]([OH:41])[C:35]([NH2:40])([CH2:38][OH:39])[CH2:36][OH:37] |f:1.2,3.4.5|. Procedure: About 87.5 g (0.25 moles) of octadecenyl succinic anhydride (OSA), 117.4 g (0.5 moles) of the CL-THAM adduct of Example 4 and 0.1 g of p-TOSH were added to a 500 ml. flask and slowly heated to 180° C. while under a nitrogen atmosphere. The reaction mixture was checked periodically by infrared analysis. At the end of the fourth hour at 180° C., while under nitrogen, the infrared analysis showed complete conversion to the desired ester oxazoline. The reaction mixture was then cooled and collected. The reactants are BrC=1C=C(C=CC1)N1C2=C(C=3C=C(C=CC13)C)CN(CC2)C (5-(3-bromophenyl)-2,8-dimethyl-2,3,4,5-tetrahydro-1H-pyrido[4,3-b]indole), FC1=NC=C(C=C1)B1OC(C)(C)C(C)(C)O1 (2-fluoropyridine-5-boronic acid pinacol ester), C(=O)([O-])[O-].[K+].[K+] (K2CO3), O (water). Yields the product FC1=CC=C(C=N1)C=1C=C(C=CC1)N1C2=C(C=3C=C(C=CC13)C)CN(CC2)C (5-(3-(6-fluoropyridin-3-yl)phenyl)-2,8-dimethyl-2,3,4,5-tetrahydro-1H-pyrido[4,3-b]indole). The solvent is COCCOC (DME). Conditions: temperature 90 celsius, time 45 minute. RXN SMILES: Br[C:2]1[CH:3]=[C:4]([N:8]2[C:16]3[CH:15]=[CH:14][C:13]([CH3:17])=[CH:12][C:11]=3[C:10]3[CH2:18][N:19]([CH3:22])[CH2:20][CH2:21][C:9]2=3)[CH:5]=[CH:6][CH:7]=1.[F:23][C:24]1[CH:29]=[CH:28][C:27](B2OC(C)(C)C(C)(C)O2)=[CH:26][N:25]=1.C([O-])([O-])=O.[K+].[K+].O>COCCOC.C1C=CC([P]([Pd]([P](C2C=CC=CC=2)(C2C=CC=CC=2)C2C=CC=CC=2)([P](C2C=CC=CC=2)(C2C=CC=CC=2)C2C=CC=CC=2)[P](C2C=CC=CC=2)(C2C=CC=CC=2)C2C=CC=CC=2)(C2C=CC=CC=2)C2C=CC=CC=2)=CC=1>[F:23][C:24]1[N:25]=[CH:26][C:27]([C:2]2[CH:3]=[C:4]([N:8]3[C:16]4[CH:15]=[CH:14][C:13]([CH3:17])=[CH:12][C:11]=4[C:10]4[CH2:18][N:19]([CH3:22])[CH2:20][CH2:21][C:9]3=4)[CH:5]=[CH:6][CH:7]=2)=[CH:28][CH:29]=1 |f:2.3.4,^1:55,57,76,95|. Reagents/catalysts: C=1C=CC(=CC1)[P](C=2C=CC=CC2)(C=3C=CC=CC3)[Pd]([P](C=4C=CC=CC4)(C=5C=CC=CC5)C=6C=CC=CC6)([P](C=7C=CC=CC7)(C=8C=CC=CC8)C=9C=CC=CC9)[P](C=1C=CC=CC1)(C=1C=CC=CC1)C=1C=CC=CC1 (Pd(PPh3)4). Reported procedure: To a de-aerated solution of 5-(3-bromophenyl)-2,8-dimethyl-2,3,4,5-tetrahydro-1H-pyrido[4,3-b]indole (100 mg, 0.281 mmol), 2-fluoropyridine-5-boronic acid pinacol ester (125 mg, 0.560 mmol) and K2CO3 (120 mg, 0.845 mmol) in DME (4 mL)-water (2 mL) was added Pd(PPh3)4 (16 mg, 0.013 mmol). The reaction mixture was stirred at 90° C. for 45 min. The solvent was removed under reduced pressure, residue diluted with water (20 mL) and extracted with EtOAc (50 mL). The organic layer was dried over anhydr... The reactants are O=C(CBr)c1ccccc1Cl, CCO, [K+], O, N#C[S-]. Yields the product N#CSCC(=O)c1ccccc1Cl. RXN SMILES: [Br:1][CH2:2][C:3](=[O:4])[c:5]1[c:6]([Cl:11])[cH:7][cH:8][cH:9][cH:10]1.[CH3:17][CH2:18][OH:19].[K+:12].[OH2:16].[S-:13][C:14]#[N:15]>>[CH2:2]([C:3](=[O:4])[c:5]1[c:6]([Cl:11])[cH:7][cH:8][cH:9][cH:10]1)[S:13][C:14]#[N:15].